From a dataset of the Open Reaction Database (ORD), a public repository of structured organic reaction records. describe an organic reaction: reactants, conditions, products, and yield The reactants are CCOCC, CCCCC, CO, CCOC(=O)c1cc(-c2cccc(C(F)(F)F)c2)n(-c2cccc(Cl)c2)n1, Cl, [K+], [OH-], O. Product: O=C(O)c1cc(-c2cccc(C(F)(F)F)c2)n(-c2cccc(Cl)c2)n1. Reaction SMILES: [CH2:36]([O:37][CH2:38][CH3:39])[CH3:40].[CH3:31][CH2:32][CH2:33][CH2:34][CH3:35].[CH3:41][OH:42].[Cl:3][c:4]1[cH:5][c:6](-[n:10]2[n:11][c:12]([C:25](=[O:26])[O:27][CH2:28][CH3:29])[cH:13][c:14]2-[c:15]2[cH:16][c:17]([C:21]([F:22])([F:23])[F:24])[cH:18][cH:19][cH:20]2)[cH:7][cH:8][cH:9]1.[ClH:30].[K+:2].[OH-:1].[OH2:43]>>[Cl:3][c:4]1[cH:5][c:6](-[n:10]2[n:11][c:12]([C:25](=[O:26])[OH:27])[cH:13][c:14]2-[c:15]2[cH:16][c:17]([C:21]([F:22])([F:23])[F:24])[cH:18][cH:19][cH:20]2)[cH:7][cH:8][cH:9]1. Reactants: O[C@@H]1[C@]2(C)[C@@H](CC1)[C@@H]1[C@@H](CC=3C=C(C=CC3[C@H]1CC2)OC)CCCCCCCCC[C@@H](C(=O)O)CCC(C(C(C(F)(F)F)(F)F)(F)F)(F)F ((2R)-11-(17β-hydroxy-3-methoxyestra-1,3,5(10)-trien-7α-yl)-2-(3,3,4,4,5,5,6,6,6-nonafluorohexyl)undecanoic acid), B(Br)(Br)Br (Boron tribromide). Run in ClCCl (dichloromethane). Run at temperature -78 celsius, time 2.5 hour. The product is OC1=CC=2C[C@H]([C@H]3[C@@H]4CC[C@@H]([C@@]4(C)CC[C@@H]3C2C=C1)O)CCCCCCCCC[C@@H](C(=O)O)CCC(C(C(C(F)(F)F)(F)F)(F)F)(F)F ((2R)-11-(3,17β-dihydroxyestra-1,3,5(10)-trien-7α-yl)-2-(3,3,4,4,5,5,6,6,6-nonafluorohexyl)undecanoic acid). Yield: 65.7%. As a reaction SMILES: [OH:1][C@H:2]1[CH2:7][CH2:6][C@H:5]2[C@H:8]3[C@H:17]([CH2:18][CH2:19][C@:3]12[CH3:4])[C:16]1[CH:15]=[CH:14][C:13]([O:20]C)=[CH:12][C:11]=1[CH2:10][C@H:9]3[CH2:22][CH2:23][CH2:24][CH2:25][CH2:26][CH2:27][CH2:28][CH2:29][CH2:30][C@H:31]([CH2:35][CH2:36][C:37]([F:49])([F:48])[C:38]([F:47])([F:46])[C:39]([F:45])([F:44])[C:40]([F:43])([F:42])[F:41])[C:32]([OH:34])=[O:33].B(Br)(Br)Br>ClCCl>[OH:20][C:13]1[CH:14]=[CH:15][C:16]2[C@@H:17]3[C@H:8]([C@H:5]4[C@@:3]([CH2:19][CH2:18]3)([CH3:4])[C@@H:2]([OH:1])[CH2:7][CH2:6]4)[C@H:9]([CH2:22][CH2:23][CH2:24][CH2:25][CH2:26][CH2:27][CH2:28][CH2:29][CH2:30][C@H:31]([CH2:35][CH2:36][C:37]([F:48])([F:49])[C:38]([F:46])([F:47])[C:39]([F:44])([F:45])[C:40]([F:41])([F:42])[F:43])[C:32]([OH:34])=[O:33])[CH2:10][C:11]=2[CH:12]=1. Procedure: Anhydrous dichloromethane (10 ml) was added to (2R)-11-(17β-hydroxy-3-methoxyestra-1,3,5(10)-trien-7α-yl)-2-(3,3,4,4,5,5,6,6,6-nonafluorohexyl)undecanoic acid (358 mg, 0.50 mmol) under nitrogen atmosphere and the resulting mixture was cooled to −78° C. Boron tribromide (1.0 M in tetrahydrofuran, 3.0 ml, 3.0 mmol) was added dropwise to the mixture, which was then stirred on ice for 2.5 hours. The reaction mixture was cooled again to −78° C. and quenched with saturated aqueous sodium bicarbonate o... Reactants: CC1(C)OCC(Cn2c(C(C)(C)CO)cc3cc([N+](=O)[O-])c(F)cc32)O1, CCO. Product: CC1(C)OCC(Cn2c(C(C)(C)CO)cc3cc(N)c(F)cc32)O1. RXN SMILES: [CH3:1][C:2]1([CH3:26])[O:3][CH2:4][CH:5]([CH2:7][n:8]2[c:9]([C:21]([CH2:22][OH:23])([CH3:24])[CH3:25])[cH:10][c:11]3[cH:12][c:13]([N+:18]([O-:19])=[O:20])[c:14]([F:17])[cH:15][c:16]23)[O:6]1.[CH3:27][CH2:28][OH:29]>>[CH3:1][C:2]1([CH3:26])[O:3][CH2:4][CH:5]([CH2:7][n:8]2[c:9]([C:21]([CH2:22][OH:23])([CH3:24])[CH3:25])[cH:10][c:11]3[cH:12][c:13]([NH2:18])[c:14]([F:17])[cH:15][c:16]23)[O:6]1.